describe an organic reaction: reactants, conditions, products, and yield From a dataset of the Open Reaction Database (ORD), a public repository of structured organic reaction records. The reactants are C\C=C/1\CC[C@H]2[C@@H]3CC=C4C[C@H](CC[C@]4(C)[C@H]3CC[C@]12C)O ((Z)-pregna-5,17(20)-dien-3β-ol), C1(=CC=C(C=C1)S(=O)(=O)Cl)C (p-toluenesulfonyl chloride), C([O-])(O)=O.[Na+] (sodium bicarbonate), C1(=CC=C(C=C1)S(=O)(=O)Cl)C (p-toluenesulfonyl chloride). The solvent is N1=CC=CC=C1 (pyridine). Conditions: time 3 hour. Yields the product C\C=C/1\CC[C@H]2[C@@H]3CC=C4C[C@H](CC[C@]4(C)[C@H]3CC[C@]12C)O.CC=1C=CC(=CC1)S(=O)(=O)O ((Z)-pregna-5,17(20)-dien-3β-ol p-toluenesulfonate). Reaction SMILES: [CH3:1]/[CH:2]=[C:3]1/[CH2:4][CH2:5][C@@H:6]2[C@:20]/1([CH3:21])[CH2:19][CH2:18][C@H:17]1[C@H:7]2[CH2:8][CH:9]=[C:10]2[C@:15]1([CH3:16])[CH2:14][CH2:13][C@H:12]([OH:22])[CH2:11]2.[C:23]1([CH3:33])[CH:28]=[CH:27][C:26]([S:29](Cl)(=[O:31])=[O:30])=[CH:25][CH:24]=1.C(=O)(O)[O-:35].[Na+]>N1C=CC=CC=1>[CH3:1]/[CH:2]=[C:3]1/[CH2:4][CH2:5][C@@H:6]2[C@:20]/1([CH3:21])[CH2:19][CH2:18][C@H:17]1[C@H:7]2[CH2:8][CH:9]=[C:10]2[C@:15]1([CH3:16])[CH2:14][CH2:13][C@H:12]([OH:22])[CH2:11]2.[CH3:33][C:23]1[CH:28]=[CH:27][C:26]([S:29]([OH:35])(=[O:31])=[O:30])=[CH:25][CH:24]=1 |f:2.3,5.6|. Reported procedure: To a solution of 1.80 g (6.0 mmol) (Z)-pregna-5,17(20)-dien-3β-ol in 8 ml of pyridine under a nitrogen atmosphere was added 1.26 g (6.6 mmol) of p-toluenesulfonyl chloride. Precipitation (pyridinium hydrochloride) began after 3 hr. After 19 hr., an additional 1.03 g (5.4 mmol) of p-toluenesulfonyl chloride was added. The reaction was left stirring for 5 days and then was poured into a stirred solution of 150 ml of 5% aqueous sodium bicarbonate cooled to 7°. After 30 min., the precipitate was rem... The reactants are CC1(CN(S(C1)(=O)=O)C1=CC=C(C(=O)OCC)C=C1)C (ethyl 4-(4,4-dimethyl-1,1-dioxo-1λ6-isothiazolidin-2-yl)benzoate), CC=1C(=NC=C(C1)C)N1CCNCC1 (1-(3,5-dimethylpyridin-2-yl)piperazine). Yields the product CC1(CN(S(C1)(=O)=O)C1=CC=C(C=C1)C(=O)N1CCN(CC1)C1=NC=C(C=C1C)C)C ([4-(4,4-dimethyl-1,1-dioxo-1λ6-isothiazolidin-2-yl)phenyl][4-(3,5-dimethylpyridin-2-yl)piperazin-1-yl]methanone). Isolated yield 21.2%. As a reaction SMILES: [CH3:1][C:2]1([CH3:20])[CH2:6][S:5](=[O:8])(=[O:7])[N:4]([C:9]2[CH:19]=[CH:18][C:12]([C:13]([O:15]CC)=O)=[CH:11][CH:10]=2)[CH2:3]1.[CH3:21][C:22]1[C:23]([N:29]2[CH2:34][CH2:33][NH:32][CH2:31][CH2:30]2)=[N:24][CH:25]=[C:26]([CH3:28])[CH:27]=1>>[CH3:20][C:2]1([CH3:1])[CH2:6][S:5](=[O:7])(=[O:8])[N:4]([C:9]2[CH:10]=[CH:11][C:12]([C:13]([N:32]3[CH2:33][CH2:34][N:29]([C:23]4[C:22]([CH3:21])=[CH:27][C:26]([CH3:28])=[CH:25][N:24]=4)[CH2:30][CH2:31]3)=[O:15])=[CH:18][CH:19]=2)[CH2:3]1. Procedure details: Using ethyl 4-(4,4-dimethyl-1,1-dioxo-1λ6-isothiazolidin-2-yl)benzoate (127 mg) described in Preparation Example 30 and 1-(3,5-dimethylpyridin-2-yl)piperazine (82 mg) described in Preparation Example 79 and by the reaction and treatment in the same manner as in Example 109, the title compound (40 mg) was obtained. Starting materials: C(C)(=O)NC1=CC=C(C=C1)SC1=C(C=C(C(=O)O)C=C1S(N)(=O)=O)NCC1CC1 (4-(4-acetamidophenylmercapto)-3-cyclopropylmethylamino-5-sulfamoylbenzoic acid), [OH-].[Na+] (sodium hydroxide). Run in O (water). Product: NC1=CC=C(C=C1)SC1=C(C=C(C(=O)O)C=C1S(N)(=O)=O)NCC1CC1 (4-(4-aminophenylmercapto)-3-cyclopropylmethylamino-5-sulfamoylbenzoic acid). As a reaction SMILES: C([NH:4][C:5]1[CH:10]=[CH:9][C:8]([S:11][C:12]2[C:20]([S:21](=[O:24])(=[O:23])[NH2:22])=[CH:19][C:15]([C:16]([OH:18])=[O:17])=[CH:14][C:13]=2[NH:25][CH2:26][CH:27]2[CH2:29][CH2:28]2)=[CH:7][CH:6]=1)(=O)C.[OH-].[Na+]>O>[NH2:4][C:5]1[CH:10]=[CH:9][C:8]([S:11][C:12]2[C:20]([S:21](=[O:24])(=[O:23])[NH2:22])=[CH:19][C:15]([C:16]([OH:18])=[O:17])=[CH:14][C:13]=2[NH:25][CH2:26][CH:27]2[CH2:29][CH2:28]2)=[CH:7][CH:6]=1 |f:1.2|. Procedure: The mixture of 0.6 g of 4-(4-acetamidophenylmercapto)-3-cyclopropylmethylamino-5-sulfamoylbenzoic acid, 3 ml of water and 6 ml of 2 N aqueous sodium hydroxide is refluxed for 2 hours under nitrogen. After cooling it is filtered, the filtrate acidified with glacial acetic acid to pH 4-5, the precipitate separated, washed with water and recrystallized from 66% aqueous ethanol, to yield the 4-(4-aminophenylmercapto)-3-cyclopropylmethylamino-5-sulfamoylbenzoic acid melting at 221°-223°. The product is CCN(CC)C(=O)NC1CC2c3cc(C(C)C)cc4[nH]c(C)c(c34)CC2N(C)C1. The reactants are [BH4-], CCN(CC)C(=O)NC1CC2c3cc(C(C)(C)O)cc4[nH]c(C)c(c34)CC2N(C)C1, CC(=O)O, N, [Na+]. As a reaction SMILES: [BH4-:31].[CH2:1]([CH3:2])[N:3]([C:4](=[O:5])[NH:6][CH:7]1[CH2:8][N:9]([CH3:28])[CH:10]2[CH2:11][c:12]3[c:13]([CH3:27])[nH:14][c:15]4[cH:16][c:17]([C:23]([CH3:24])([CH3:25])[OH:26])[cH:18][c:19]([c:22]34)[CH:20]2[CH2:21]1)[CH2:29][CH3:30].[CH3:34][C:35](=[O:36])[OH:37].[NH3:33].[Na+:32]>>[CH2:1]([CH3:2])[N:3]([C:4](=[O:5])[NH:6][CH:7]1[CH2:8][N:9]([CH3:28])[CH:10]2[CH2:11][c:12]3[c:13]([CH3:27])[nH:14][c:15]4[cH:16][c:17]([CH:23]([CH3:24])[CH3:25])[cH:18][c:19]([c:22]34)[CH:20]2[CH2:21]1)[CH2:29][CH3:30]. Starting materials: ClCC=1N=C(NC1C)C1=CC=CC=C1 (4-chloromethyl-5-methyl-2-phenylimidazole), Cl (HCl), [C-]#N.[Na+] (sodium cyanide). The solvent is CS(=O)C (dimethylsulfoxide), CS(=O)C (dimethylsulfoxide). Yields the product C(#N)CC=1N=C(NC1C)C1=CC=CC=C1 (4-Cyanomethyl-5-methyl-2-phenylimidazole). RXN SMILES: Cl[CH2:2][C:3]1[N:4]=[C:5]([C:9]2[CH:14]=[CH:13][CH:12]=[CH:11][CH:10]=2)[NH:6][C:7]=1[CH3:8].Cl.[C-:16]#[N:17].[Na+]>CS(C)=O>[C:16]([CH2:2][C:3]1[N:4]=[C:5]([C:9]2[CH:14]=[CH:13][CH:12]=[CH:11][CH:10]=2)[NH:6][C:7]=1[CH3:8])#[N:17] |f:2.3|. Procedure details: A solution of 4-chloromethyl-5-methyl-2-phenylimidazole.HCl (40.5 g) in dimethylsulfoxide (400 ml) was added to a stirred solution of sodium cyanide (80 g) in dimethylsulfoxide (600 ml) over a period of 30 min. After 20 h the solids were filtered off, washed with water and dried in vacuo.